Dataset: the Open Reaction Database (ORD), a public repository of structured organic reaction records. Task: describe an organic reaction: reactants, conditions, products, and yield The reactants are ClC=1C=CC2=C(C(=NCC=3N2C(=NN3)CCl)C3=CC=CC=C3)C1 (8-chloro-1-(chloromethyl)-6-phenyl-4H-s-triazolo[4,3-a][1,4]benzodiazepine), [I-].[K+] (potassium iodide), N1CCCCC1 (piperidine). Run in O1CCCC1 (tetrahydrofuran). The product is ClC=1C=CC2=C(C(=NCC=3N2C(=NN3)CN3CCCCC3)C3=CC=CC=C3)C1 (8-chloro-1-(piperidinomethyl)-6-phenyl-4H-s-triazolo[4,3-a][1,4]benzodiazepine). RXN SMILES: [Cl:1][C:2]1[CH:3]=[CH:4][C:5]2[N:11]3[C:12]([CH2:15]Cl)=[N:13][N:14]=[C:10]3[CH2:9][N:8]=[C:7]([C:17]3[CH:22]=[CH:21][CH:20]=[CH:19][CH:18]=3)[C:6]=2[CH:23]=1.[I-].[K+].[NH:26]1[CH2:31][CH2:30][CH2:29][CH2:28][CH2:27]1>O1CCCC1>[Cl:1][C:2]1[CH:3]=[CH:4][C:5]2[N:11]3[C:12]([CH2:15][N:26]4[CH2:31][CH2:30][CH2:29][CH2:28][CH2:27]4)=[N:13][N:14]=[C:10]3[CH2:9][N:8]=[C:7]([C:17]3[CH:18]=[CH:19][CH:20]=[CH:21][CH:22]=3)[C:6]=2[CH:23]=1 |f:1.2|. Reported procedure: In the manner given in Preparation 48, 8-chloro-1-(chloromethyl)-6-phenyl-4H-s-triazolo[4,3-a][1,4]benzodiazepine, potassium iodide, and piperidine in tetrahydrofuran are reacted to give 8-chloro-1-(piperidinomethyl)-6-phenyl-4H-s-triazolo[4,3-a][1,4]benzodiazepine. Starting materials: c1ccc(CN2CCNCC2)cc1, Cc1ccccc1, CCC1=C(c2cccc(C(F)(F)F)c2)n2ncc(C#N)c2N(C(=O)CCl)C1, [Na+], [Na+], [Na+], O=C([O-])[O-], [OH-]. Yields the product CCC1=C(c2cccc(C(F)(F)F)c2)n2ncc(C#N)c2N(C(=O)CN2CCN(Cc3ccccc3)CC2)C1. Reaction SMILES: [CH2:28]([c:29]1[cH:30][cH:31][cH:32][cH:33][cH:34]1)[N:35]1[CH2:36][CH2:37][NH:38][CH2:39][CH2:40]1.[CH3:49][c:50]1[cH:51][cH:52][cH:53][cH:54][cH:55]1.[Cl:1][CH2:2][C:3](=[O:4])[N:5]1[c:6]2[n:7]([n:23][cH:24][c:25]2[C:26]#[N:27])[C:8]([c:13]2[cH:14][c:15]([C:19]([F:20])([F:21])[F:22])[cH:16][cH:17][cH:18]2)=[C:9]([CH2:11][CH3:12])[CH2:10]1.[Na+:41].[Na+:42].[Na+:48].[O-:43][C:44](=[O:45])[O-:46].[OH-:47]>>[CH2:2]([C:3](=[O:4])[N:5]1[c:6]2[n:7]([n:23][cH:24][c:25]2[C:26]#[N:27])[C:8]([c:13]2[cH:14][c:15]([C:19]([F:20])([F:21])[F:22])[cH:16][cH:17][cH:18]2)=[C:9]([CH2:11][CH3:12])[CH2:10]1)[N:38]1[CH2:37][CH2:36][N:35]([CH2:28][c:29]2[cH:30][cH:31][cH:32][cH:33][cH:34]2)[CH2:40][CH2:39]1. The reactants are [Li]CCCC, O=Cc1ccc2c(c1)OCO2, C#CCOCC=C(C)C, [Cl-], [NH4+], C1CCOC1. Yields the product CC(C)=CCOCC#CC(O)c1ccc2c(c1)OCO2. RXN SMILES: [CH2:10]([Li:11])[CH2:12][CH2:13][CH3:14].[CH2:15]1[O:16][c:17]2[cH:18][c:19]([CH:20]=[O:21])[cH:22][cH:23][c:24]2[O:25]1.[CH3:1][C:2](=[CH:3][CH2:4][O:5][CH2:6][C:7]#[CH:8])[CH3:9].[Cl-:26].[NH4+:27].[O:28]1[CH2:29][CH2:30][CH2:31][CH2:32]1>>[CH3:1][C:2](=[CH:3][CH2:4][O:5][CH2:6][C:7]#[C:8][CH:20]([c:19]1[cH:18][c:17]2[c:24]([cH:23][cH:22]1)[O:25][CH2:15][O:16]2)[OH:21])[CH3:9]. Reactants: N1N=NC2=C1C=CC=C2 (benzotriazole), C=O (formalin), C(C)(=O)O (acetic acid). Run in O (water). The product is OCN1N=NC2=C1C=CC=C2 (1-Hydroxymethylbenzotriazole). The yield is 90.0%. As a reaction SMILES: [NH:1]1[C:5]2[CH:6]=[CH:7][CH:8]=[CH:9][C:4]=2[N:3]=[N:2]1.C=O.[C:12](O)(=[O:14])C>O>[OH:14][CH2:12][N:1]1[C:5]2[CH:6]=[CH:7][CH:8]=[CH:9][C:4]=2[N:3]=[N:2]1. Procedure details: A mixture of benzotriazole (60 g, 0.5 mole), formalin (40 ml, 40% by volume), acetic acid (50 ml) and water (100 ml) (gave a white color precipitate after few minutes) was allowed to stand for over two hours at room temperature. The product which had precipitated was filtered off, and dried and recrystallized from 1200 ml of hot (80°-85° C.) not boiling water to give 68 g of (90% yield) the desired product; mp 148° C. (lit. 148°-151° C.). The reactants are NC1=CC(=NC=2N1N=CC2C=2C=NC(=CC2)C2=CC=CC=C2)C2CCC(CC2)CC(=O)NN (2-(4-(7-amino-3-(6-phenylpyridin-3-yl)pyrazolo[1,5-a]pyrimidin-5-yl)cyclohexyl)acetohydrazide), C(=O)(N1C=NC=C1)N1C=NC=C1 (1,1′-carbonyldiimidazole). The solvent is C1CCOC1 (THF). Reaction conditions: time 2 hour. The product is NC1=CC(=NC=2N1N=CC2C=2C=NC(=CC2)C2=CC=CC=C2)C2CCC(CC2)CC2=NNC(O2)=O (5-((4-(7-amino-3-(6-phenylpyridin-3-yl)pyrazolo[1,5-a]pyrimidin-5-yl)cyclohexyl)methyl)-1,3,4-oxadiazol-2(3H)-one). Reaction SMILES: [NH2:1][C:2]1[N:7]2[N:8]=[CH:9][C:10]([C:11]3[CH:12]=[N:13][C:14]([C:17]4[CH:22]=[CH:21][CH:20]=[CH:19][CH:18]=4)=[CH:15][CH:16]=3)=[C:6]2[N:5]=[C:4]([CH:23]2[CH2:28][CH2:27][CH:26]([CH2:29][C:30]([NH:32][NH2:33])=[O:31])[CH2:25][CH2:24]2)[CH:3]=1.[C:34](N1C=CN=C1)(N1C=CN=C1)=[O:35]>C1COCC1>[NH2:1][C:2]1[N:7]2[N:8]=[CH:9][C:10]([C:11]3[CH:12]=[N:13][C:14]([C:17]4[CH:22]=[CH:21][CH:20]=[CH:19][CH:18]=4)=[CH:15][CH:16]=3)=[C:6]2[N:5]=[C:4]([CH:23]2[CH2:24][CH2:25][CH:26]([CH2:29][C:30]3[O:31][C:34](=[O:35])[NH:33][N:32]=3)[CH2:27][CH2:28]2)[CH:3]=1. Procedure: To a 20 mL scintillation vial was charged 2-(4-(7-amino-3-(6-phenylpyridin-3-yl)pyrazolo[1,5-a]pyrimidin-5-yl)cyclohexyl)acetohydrazide (0.12 mmol), THF (5 mL), and 1,1′-carbonyldiimidazole (0.12 mmol, 25 mg). The resulting solution was stirred at room temperature for 2 hours. After 2 hours, the solvent was removed in vacuo and the residue taken up in 3:1 DMSO:MeCN. The solids are removed via centrifugation, and the title compound was purified via reverse-phase HPLC.